This data is from the Open Reaction Database (ORD), a public repository of structured organic reaction records. The task is: describe an organic reaction: reactants, conditions, products, and yield Reactants: ClC1=CC=C(CN2C(C3=CC=C(C=C3C2=O)C(=O)O)=O)C=C1 (2-(4-chloro-benzyl)-1,3-dioxo-2,3-dihydro-1H-isoindol-5-carboxylic acid), O1CCN(CC1)CCN (2-morpholinoethane amine). Yields the product [Cl-].ClC1=CC=C(CN2C(C3=CC=C(C=C3C2=O)C(=O)NCC[NH+]2CCOCC2)=O)C=C1 (4-(2-{[2-(4-chloro-benzyl)-1,3-dioxo-2,3-dihydro-1H-isoindol-5-carbonyl]-amino}-ethyl)-4-morpholinium chloride). RXN SMILES: [Cl:1][C:2]1[CH:22]=[CH:21][C:5]([CH2:6][N:7]2[C:15](=[O:16])[C:14]3[C:9](=[CH:10][CH:11]=[C:12]([C:17](O)=[O:18])[CH:13]=3)[C:8]2=[O:20])=[CH:4][CH:3]=1.[O:23]1[CH2:28][CH2:27][N:26]([CH2:29][CH2:30][NH2:31])[CH2:25][CH2:24]1>>[Cl-:1].[Cl:1][C:2]1[CH:3]=[CH:4][C:5]([CH2:6][N:7]2[C:15](=[O:16])[C:14]3[C:9](=[CH:10][CH:11]=[C:12]([C:17]([NH:31][CH2:30][CH2:29][NH+:26]4[CH2:27][CH2:28][O:23][CH2:24][CH2:25]4)=[O:18])[CH:13]=3)[C:8]2=[O:20])=[CH:21][CH:22]=1 |f:2.3|. Procedure: 2-(4-chloro-benzyl)-1,3-dioxo-2,3-dihydro-1H-isoindol-5-carboxylic acid (100 mg, 0.316 mmol) and 2-morpholinoethane amine (103 μL, 0.792 mmol) were reacted with each other. Target compound in the amount of 122 mg (83%) was obtained by following the procedure described in Example 1.